This data is from the Open Reaction Database (ORD), a public repository of structured organic reaction records. The task is: describe an organic reaction: reactants, conditions, products, and yield RXN SMILES: P([O-])([O-])([O-])=O.[K+].[K+].[K+].C1N=C(N)C2N=CN([C@@H]3O[C@H](COP(OP(OC[C@H]4O[C@@H](N5C=C(C(N)=O)CC=C5)[C@H](O)[C@@H]4O)(O)=O)(O)=O)[C@@H](O)[C@H]3O)C=2N=1.C[C@@H](O)CCCCCC.[CH2:62]([O:64][C:65](=[O:71])[CH2:66][C:67]([CH2:69][Cl:70])=[O:68])[CH3:63]>>[CH2:62]([O:64][C:65](=[O:71])[CH2:66][CH:67]([OH:68])[CH2:69][Cl:70])[CH3:63] |f:0.1.2.3|. The reactants are P(=O)([O-])([O-])[O-].[K+].[K+].[K+] (potassium phosphate), C=1N=C(C2=C(N1)N(C=N2)[C@H]3[C@@H]([C@@H]([C@H](O3)COP(=O)(O)OP(=O)(O)OC[C@@H]4[C@H]([C@H]([C@@H](O4)N5C=CCC(=C5)C(=O)N)O)O)O)O)N (NADH), C[C@H](CCCCCC)O ((R)-2-octanol), C(C)OC(CC(=O)CCl)=O (4-chloroacetoacetic acid ethyl ester). The product is C(C)OC(CC(CCl)O)=O (4-chloro-3-hydroxybutyric acid ethyl ester). Procedure details: 100 mM potassium phosphate buffer (pH 6.5), 139.8 mg NADH, 0.06 U (R)-2-octanol dehydrogenase from Candida utilis, and 0.5% 4-chloroacetoacetic acid ethyl ester were reacted overnight at 30° C. The optical purity of the 4-chloro-3-hydroxybutyric acid ethyl ester produced was determined in the same way as Example 32. As a result, 4-chloro-3-hydroxybutyric acid ethyl ester produced by this invention was more than 97% ee of S form. The reactants are C(#N)CCCCC1=NC=CC(=N1)N (2-(4-cyanobutyl)-4-aminopyrimidine), C(CC)N=C=S (n-propylisothiocyanate), N1=CC=CC=C1 (pyridine). Yields the product C(CC)N=C(NC1=NC(=NC=C1)CCCCC#N)N (5-(4-[2-propylguanidino]pyrimid-2-yl)valeronitrile). RXN SMILES: [C:1]([CH2:3][CH2:4][CH2:5][CH2:6][C:7]1[N:12]=[C:11]([NH2:13])[CH:10]=[CH:9][N:8]=1)#[N:2].[CH2:14]([N:17]=[C:18]=S)[CH2:15][CH3:16].[N:20]1C=CC=CC=1>>[CH2:14]([N:17]=[C:18]([NH2:20])[NH:13][C:11]1[CH:10]=[CH:9][N:8]=[C:7]([CH2:6][CH2:5][CH2:4][CH2:3][C:1]#[N:2])[N:12]=1)[CH2:15][CH3:16]. Procedure details: A mixture of 2-(4-cyanobutyl)-4-aminopyrimidine (1.0 g.), n-propylisothiocyanate (0.57 g.) and pyridine (25 ml.) was heated under reflux for 3 hours. The solvent was removed by evaporation in vacuo and the residue was purified by medium pressure chromatography on silica gel using CHCl3 /MeOH 9.75:0.25 v/v as eluant. The purified product (0.85 g.) in EtOH (10 ml.) was added to EtOH saturated with ammonia (30 ml.) and mercuric oxide (0.6 g.). After 15 minutes the reaction mixture was filtered thro... The reactants are CCCCCCCSC1CCC(=O)C1CCCCCCC(=O)O, CCO, Cl, CC=[N+]=[N-], O. Reaction SMILES: [C:5](=[O:6])([OH:7])[CH2:8][CH2:9][CH2:10][CH2:11][CH2:12][CH2:13][CH:14]1[C:15](=[O:27])[CH2:16][CH2:17][CH:18]1[S:19][CH2:20][CH2:21][CH2:22][CH2:23][CH2:24][CH2:25][CH3:26].[CH3:28][CH2:29][OH:30].[ClH:31].[N+:1](=[N-:2])=[CH:3][CH3:4].[OH2:32]>>[CH2:3]([CH3:4])[O:7][C:5](=[O:6])[CH2:8][CH2:9][CH2:10][CH2:11][CH2:12][CH2:13][CH:14]1[C:15](=[O:27])[CH2:16][CH2:17][CH:18]1[S:19][CH2:20][CH2:21][CH2:22][CH2:23][CH2:24][CH2:25][CH3:26]. The product is CCCCCCCSC1CCC(=O)C1CCCCCCC(=O)OCC. The reactants are [F-].C(CCC)[N+](CCCC)(CCCC)CCCC (tetrabutylammonium fluoride), BrC=1N=C(N(C1Br)CC)C1=CC=CC2=CC=CC=C12 (4,5-dibromo-1-ethyl-2-naphthalen-1-yl-1H-imidazole), [Li]CCCC (n-BuLi), CCCCCC (hexane), C(OCC)(OCC)=O (diethyl carbonate), [Li]CCCC (n-BuLi), CCCCCC (hexane), Cl[Si](C)(C)C (chlorotrimethylsilane). The solvent is C1CCOC1 (THF), C1CCOC1 (THF), C1CCOC1 (THF), O (Water). Reaction conditions: temperature -78 celsius, time 1 hour. The product is C(C)OC(=O)C=1N=C(N(C1)CC)C1=CC=CC2=CC=CC=C12 (1-ethyl-2-naphthalen-1-yl-1H-imidazole-4-carboxylic acid ethyl ester). RXN SMILES: Br[C:2]1[N:3]=[C:4]([C:10]2[C:19]3[C:14](=[CH:15][CH:16]=[CH:17][CH:18]=3)[CH:13]=[CH:12][CH:11]=2)[N:5]([CH2:8][CH3:9])[C:6]=1Br.[Li]CCCC.CCCCCC.Cl[Si](C)(C)C.[C:36](=O)([O:40]CC)[O:37][CH2:38][CH3:39].[F-].C([N+](CCCC)(CCCC)CCCC)CCC>C1COCC1.O>[CH2:38]([O:37][C:36]([C:2]1[N:3]=[C:4]([C:10]2[C:19]3[C:14](=[CH:15][CH:16]=[CH:17][CH:18]=3)[CH:13]=[CH:12][CH:11]=2)[N:5]([CH2:8][CH3:9])[CH:6]=1)=[O:40])[CH3:39] |f:5.6|. Reported procedure: To a solution of 4,5-dibromo-1-ethyl-2-naphthalen-1-yl-1H-imidazole (3.80 g, 10 mmol) in anhydrous THF (60 ml) at −78° C. under nitrogen is added a solution of n-BuLi in hexane (1.6 M, 6.88 ml, 11 mmol, 1.1 eq.) dropwise. The resulting mixture is stirred at −78° C. for 1 hr, after which chlorotrimethylsilane (1.188 g, 11 mmol, 1.1 eq.) is added. The resulting solution is stirred at −78° C. After 1 hour, n-BuLi in hexane (1.6 M, 6.88 ml, 11 mmol, 1.1 eq.) is added dropwise. The resulting mixture ... Starting materials: ClCCl, C=CC1OC(C)(C)OC1C(O)(C=C)COC(c1ccccc1)(c1ccccc1)c1ccccc1. Product: CC1(C)OC2C=CC(O)(COC(c3ccccc3)(c3ccccc3)c3ccccc3)C2O1. RXN SMILES: [CH2:35]([Cl:36])[Cl:37].[CH3:1][C:2]1([CH3:34])[O:3][CH:4]([CH:32]=[CH2:33])[CH:5]([C:7]([CH2:8][O:9][C:10]([c:11]2[cH:12][cH:13][cH:14][cH:15][cH:16]2)([c:17]2[cH:18][cH:19][cH:20][cH:21][cH:22]2)[c:23]2[cH:24][cH:25][cH:26][cH:27][cH:28]2)([CH:29]=[CH2:30])[OH:31])[O:6]1>>[CH3:1][C:2]1([CH3:34])[O:3][CH:4]2[CH:5]([O:6]1)[C:7]([CH2:8][O:9][C:10]([c:11]1[cH:12][cH:13][cH:14][cH:15][cH:16]1)([c:17]1[cH:18][cH:19][cH:20][cH:21][cH:22]1)[c:23]1[cH:24][cH:25][cH:26][cH:27][cH:28]1)([OH:31])[CH:29]=[CH:32]2. The reactants are O=C([O-])O, [Cl-], [Cl-], [Cl-], [Cl-], Cc1ccc2c(c1)CC(=O)c1cc(Cl)ccc1S2, O=C1OCCN1CCN1CCNCC1, [Na+], [Ti+4], c1ccccc1. Yields the product Cc1ccc2c(c1)C=C(N1CCN(CCN3CCOC3=O)CC1)c1cc(Cl)ccc1S2. Reaction SMILES: [C:33](=[O:34])([OH:35])[O-:36].[Cl-:38].[Cl-:39].[Cl-:40].[Cl-:41].[Cl:1][c:2]1[cH:3][cH:4][c:5]2[c:6]([cH:18]1)[C:7](=[O:17])[CH2:8][c:9]1[c:10]([cH:12][cH:13][c:14]([CH3:16])[cH:15]1)[S:11]2.[N:19]1([CH2:25][CH2:26][N:27]2[C:28](=[O:32])[O:29][CH2:30][CH2:31]2)[CH2:20][CH2:21][NH:22][CH2:23][CH2:24]1.[Na+:37].[Ti+4:42].[cH:43]1[cH:44][cH:45][cH:46][cH:47][cH:48]1>>[Cl:1][c:2]1[cH:3][cH:4][c:5]2[c:6]([cH:18]1)[C:7]([N:22]1[CH2:21][CH2:20][N:19]([CH2:25][CH2:26][N:27]3[C:28](=[O:32])[O:29][CH2:30][CH2:31]3)[CH2:24][CH2:23]1)=[CH:8][c:9]1[c:10]([cH:12][cH:13][c:14]([CH3:16])[cH:15]1)[S:11]2.